Task: describe an organic reaction: reactants, conditions, products, and yield. Dataset: the Open Reaction Database (ORD), a public repository of structured organic reaction records Reaction SMILES: [CH2:37]1[O:38][CH2:39][CH2:40][CH2:41]1.[CH3:1][N:2]1[CH2:3][CH:4]([CH2:8][OH:9])[O:5][CH2:6][CH2:7]1.[H-:11].[N+:12]([c:13]1[cH:14][cH:15][c:16]([O:21][C:22](=[O:17])[N:24]2[CH2:25][CH2:26][N:27]([c:30]3[cH:31][cH:32][c:33]([F:36])[cH:34][cH:35]3)[CH2:28][CH2:29]2)[cH:18][cH:19]1)([O-:20])=[O:23].[Na+:10]>>[CH3:1][N:2]1[CH2:3][CH:4]([CH2:8][O:9][C:22](=[O:21])[N:24]2[CH2:25][CH2:26][N:27]([c:30]3[cH:31][cH:32][c:33]([F:36])[cH:34][cH:35]3)[CH2:28][CH2:29]2)[O:5][CH2:6][CH2:7]1. Yields the product CN1CCOC(COC(=O)N2CCN(c3ccc(F)cc3)CC2)C1. Starting materials: C1CCOC1, CN1CCOC(CO)C1, [H-], O=C(Oc1ccc([N+](=O)[O-])cc1)N1CCN(c2ccc(F)cc2)CC1, [Na+].